From a dataset of the Open Reaction Database (ORD), a public repository of structured organic reaction records. describe an organic reaction: reactants, conditions, products, and yield Starting materials: ClC1=CC=C(OCC(CN(C2=CC=CC=C2)CC(=O)OC)O)C=C1 (1-(p-chlorophenoxy)-3-(N-carbomethoxymethyl-N-phenylamino)-2-propanol), C(C)(=O)OC(C)=O (acetic anhydride). Run in N1=CC=CC=C1 (pyridine). Reaction conditions: time 20 hour. The product is C(C)(=O)OC(COC1=CC=C(C=C1)Cl)CN(C1=CC=CC=C1)CC(=O)OC (2-acetoxy-1-(p-chlorophenoxy)-3-(N-carbomethoxymethyl-N-phenylamino) propane). Yield: 82.9%. As a reaction SMILES: [Cl:1][C:2]1[CH:24]=[CH:23][C:5]([O:6][CH2:7][CH:8]([OH:22])[CH2:9][N:10]([CH2:17][C:18]([O:20][CH3:21])=[O:19])[C:11]2[CH:16]=[CH:15][CH:14]=[CH:13][CH:12]=2)=[CH:4][CH:3]=1.[C:25](OC(=O)C)(=[O:27])[CH3:26]>N1C=CC=CC=1>[C:25]([O:22][CH:8]([CH2:9][N:10]([CH2:17][C:18]([O:20][CH3:21])=[O:19])[C:11]1[CH:16]=[CH:15][CH:14]=[CH:13][CH:12]=1)[CH2:7][O:6][C:5]1[CH:4]=[CH:3][C:2]([Cl:1])=[CH:24][CH:23]=1)(=[O:27])[CH3:26]. Procedure details: After 5.5 g (0.0157 moles) of 1-(p-chlorophenoxy)-3-(N-carbomethoxymethyl-N-phenylamino)-2-propanol and 6.0 g (0.059 moles) of acetic anhydride were dissolved in 30 ml of pyridine and left to stand at the room temperature for 20 hr, the reaction mixture was concentrated. The resulting residue was poured into iced water to afford precipitates. The precipitates were collected by filtration, washed with water and dried. Recrystallization from isopropanol gave 5.1 g (83%) of the crystals, m.p. 82°-8...